From a dataset of the Open Reaction Database (ORD), a public repository of structured organic reaction records. describe an organic reaction: reactants, conditions, products, and yield The product is N#CC(CCN1CCN2CCCC2C1)(c1ccccc1)c1ccccc1. Starting materials: CCOCC, [I-], [K+], [K+], C1CC2CNCCN2C1, [OH-], O, N#CC(CCBr)(c1ccccc1)c1ccccc1. RXN SMILES: [CH2:32]([O:33][CH2:34][CH3:35])[CH3:36].[I-:20].[K+:19].[K+:31].[N:21]12[CH2:22][CH2:23][NH:24][CH2:25][CH:26]1[CH2:27][CH2:28][CH2:29]2.[OH-:30].[OH2:37].[c:1]1([C:7]([C:8]#[N:9])([CH2:10][CH2:11][Br:12])[c:13]2[cH:14][cH:15][cH:16][cH:17][cH:18]2)[cH:2][cH:3][cH:4][cH:5][cH:6]1>>[c:1]1([C:7]([C:8]#[N:9])([CH2:10][CH2:11][N:24]2[CH2:23][CH2:22][N:21]3[CH:26]([CH2:25]2)[CH2:27][CH2:28][CH2:29]3)[c:13]2[cH:14][cH:15][cH:16][cH:17][cH:18]2)[cH:2][cH:3][cH:4][cH:5][cH:6]1. The reactants are C1CCOC1, CO, [Li+], [OH-], COC(=O)c1cc2c([nH]1)CCC2Cc1cccc(-c2ccc(O)cc2)c1. The product is O=C(O)c1cc2c([nH]1)CCC2Cc1cccc(-c2ccc(O)cc2)c1. As a reaction SMILES: [CH2:31]1[O:32][CH2:33][CH2:34][CH2:35]1.[CH3:29][OH:30].[Li+:27].[OH-:28].[OH:1][c:2]1[cH:3][cH:4][c:5](-[c:8]2[cH:9][c:10]([CH2:14][CH:15]3[CH2:16][CH2:17][c:18]4[nH:19][c:20]([C:23](=[O:24])[O:25][CH3:26])[cH:21][c:22]43)[cH:11][cH:12][cH:13]2)[cH:6][cH:7]1>>[OH:1][c:2]1[cH:3][cH:4][c:5](-[c:8]2[cH:9][c:10]([CH2:14][CH:15]3[CH2:16][CH2:17][c:18]4[nH:19][c:20]([C:23](=[O:24])[OH:25])[cH:21][c:22]43)[cH:11][cH:12][cH:13]2)[cH:6][cH:7]1. Reactants: O=C(Nc1ncc(Br)s1)c1ccc(Sc2ccc(O)cc2)c([N+](=O)[O-])c1, CC(=O)O, CCO, CCOC(C)=O, [Fe], [Na+], [Na+], O=C([O-])[O-], O. The product is Nc1cc(C(=O)Nc2ncc(Br)s2)ccc1Sc1ccc(O)cc1. RXN SMILES: [Br:1][c:2]1[cH:3][n:4][c:5]([NH:7][C:8]([c:9]2[cH:10][c:11]([N+:23]([O-:24])=[O:25])[c:12]([S:15][c:16]3[cH:17][cH:18][c:19]([OH:22])[cH:20][cH:21]3)[cH:13][cH:14]2)=[O:26])[s:6]1.[CH3:33][C:34](=[O:35])[OH:36].[CH3:37][CH2:38][OH:39].[CH3:41][CH2:42][O:43][C:44](=[O:45])[CH3:46].[Fe:47].[Na+:27].[Na+:28].[O-:29][C:30](=[O:31])[O-:32].[OH2:40]>>[Br:1][c:2]1[cH:3][n:4][c:5]([NH:7][C:8]([c:9]2[cH:10][c:11]([NH2:23])[c:12]([S:15][c:16]3[cH:17][cH:18][c:19]([OH:22])[cH:20][cH:21]3)[cH:13][cH:14]2)=[O:26])[s:6]1. Starting materials: Cl (hydrogen chloride), OC1=CC=C(C=C1)C=1N=C(SC1)C1=CC(=C(C=C1)OC)OC (4-(4-hydroxyphenyl)-2-(3,4-dimethoxyphenyl)thiazole), C=O (paraformaldehyde), CN1CCNCC1 (N-methylpiperazine). Run in C(C)O (ethanol), C(C)O (ethanol), C(C)O (ethanol). The product is Cl.Cl.Cl.OC1=C(C=C(C=C1)C=1N=C(SC1)C1=CC(=C(C=C1)OC)OC)CN1CCN(CC1)C (4-[4-hydroxy-3-(4-methyl-1-piperazinylmethyl)phenyl]-2-(3,4-dimethoxyphenyl)thiazole trihydrochloride). RXN SMILES: [OH:1][C:2]1[CH:7]=[CH:6][C:5]([C:8]2[N:9]=[C:10]([C:13]3[CH:18]=[CH:17][C:16]([O:19][CH3:20])=[C:15]([O:21][CH3:22])[CH:14]=3)[S:11][CH:12]=2)=[CH:4][CH:3]=1.[CH2:23]=O.[CH3:25][N:26]1[CH2:31][CH2:30][NH:29][CH2:28][CH2:27]1.[ClH:32]>C(O)C>[ClH:32].[ClH:32].[ClH:32].[OH:1][C:2]1[CH:7]=[CH:6][C:5]([C:8]2[N:9]=[C:10]([C:13]3[CH:18]=[CH:17][C:16]([O:19][CH3:20])=[C:15]([O:21][CH3:22])[CH:14]=3)[S:11][CH:12]=2)=[CH:4][C:3]=1[CH2:25][N:26]1[CH2:31][CH2:30][N:29]([CH3:23])[CH2:28][CH2:27]1 |f:5.6.7.8|. Procedure details: In 25 ml of ethanol were suspended 0.5 g of 4-(4-hydroxyphenyl)-2-(3,4-dimethoxyphenyl)thiazole, 1 g of paraformaldehyde and 0.5 g of N-methylpiperazine. The suspension was refluxed for 8 hours with heating. The reaction mixture was subjected to distillation under reduced pressure to remove the solvent. The residue was purified by silica get column chromatography (eluent: dichloromethane/methanol=49/1 by v/v) and dissolved in 10 ml of ethanol. Thereto was added 0.5 ml of ethanol saturated with h... The reactants are ClCCCBr, Cc1ccccc1, [H-], [Na+], O, OC(CCCc1ccccc1)c1ccccc1. Product: ClCCCOC(CCCc1ccccc1)c1ccccc1. As a reaction SMILES: [Br:18][CH2:19][CH2:20][CH2:21][Cl:22].[CH3:25][c:26]1[cH:27][cH:28][cH:29][cH:30][cH:31]1.[H-:23].[Na+:24].[OH2:32].[c:1]1([CH:7]([CH2:8][CH2:9][CH2:10][c:11]2[cH:12][cH:13][cH:14][cH:15][cH:16]2)[OH:17])[cH:2][cH:3][cH:4][cH:5][cH:6]1>>[c:1]1([CH:7]([CH2:8][CH2:9][CH2:10][c:11]2[cH:12][cH:13][cH:14][cH:15][cH:16]2)[O:17][CH2:19][CH2:20][CH2:21][Cl:22])[cH:2][cH:3][cH:4][cH:5][cH:6]1. Starting materials: COc1cc(N)cc(C(F)(F)F)c1, Clc1nc2ccccc2[nH]1. Product: Cl, COc1cc(Nc2nc3ccccc3[nH]2)cc(C(F)(F)F)c1. RXN SMILES: [CH3:11][O:12][c:13]1[cH:14][c:15]([NH2:16])[cH:17][c:18]([C:20]([F:21])([F:22])[F:23])[cH:19]1.[Cl:1][c:2]1[nH:3][c:4]2[c:5]([n:6]1)[cH:7][cH:8][cH:9][cH:10]2>>[ClH:1].[c:2]1([NH:16][c:15]2[cH:14][c:13]([O:12][CH3:11])[cH:19][c:18]([C:20]([F:21])([F:22])[F:23])[cH:17]2)[nH:3][c:4]2[c:5]([n:6]1)[cH:7][cH:8][cH:9][cH:10]2. Reactants: C(C1=CC=CC=C1)OC1=C(C=C(C(=C1)OCC1=CC=CC=C1)C1=NN=NN1CCCC)C1=CC(=CC=C1)C(=O)O (2′,4′-bis-benzyloxy-5′-(1-butyl-1H-tetrazol-5-yl)-biphenyl-3-carboxylic acid), C(C)S(=O)(=O)N1CCNCC1 (1-ethylsulfonyl-piperazine). Yields the product C(CCC)N1N=NN=C1C=1C(=CC(=C(C1)C1=CC(=CC=C1)C(=O)N1CCN(CC1)S(=O)(=O)CC)O)O ([5′-(1-Butyl-1H-tetrazol-5-yl)-2′,4′-dihydroxy-biphenyl-3-yl]-(4-ethanesulfonyl-piperazin-1-yl)-methanone). As a reaction SMILES: C([O:8][C:9]1[CH:14]=[C:13]([O:15]CC2C=CC=CC=2)[C:12]([C:23]2[N:27]([CH2:28][CH2:29][CH2:30][CH3:31])[N:26]=[N:25][N:24]=2)=[CH:11][C:10]=1[C:32]1[CH:37]=[CH:36][CH:35]=[C:34]([C:38](O)=[O:39])[CH:33]=1)C1C=CC=CC=1.[CH2:41]([S:43]([N:46]1[CH2:51][CH2:50][NH:49][CH2:48][CH2:47]1)(=[O:45])=[O:44])[CH3:42]>>[CH2:28]([N:27]1[C:23]([C:12]2[C:13]([OH:15])=[CH:14][C:9]([OH:8])=[C:10]([C:32]3[CH:37]=[CH:36][CH:35]=[C:34]([C:38]([N:49]4[CH2:48][CH2:47][N:46]([S:43]([CH2:41][CH3:42])(=[O:45])=[O:44])[CH2:51][CH2:50]4)=[O:39])[CH:33]=3)[CH:11]=2)=[N:24][N:25]=[N:26]1)[CH2:29][CH2:30][CH3:31]. Procedure details: This product was synthesized using 2′,4′-bis-benzyloxy-5′-(1-butyl-1H-tetrazol-5-yl)-biphenyl-3-carboxylic acid and 1-ethylsulfonyl-piperazine as described in general procedure D. LCMS: 514 [M+H].